Task: describe an organic reaction: reactants, conditions, products, and yield. Dataset: the Open Reaction Database (ORD), a public repository of structured organic reaction records Reactants: BrC1=C2C=CN(C2=CC=C1)S(=O)(=O)C1=C(C=CC=C1)C (4-bromo-1-(2-methyl-benzenesulfonyl)-1H-indole), N1CCNCC1 (piperazine). The product is N1(CCNCC1)C1=C2C=CN(C2=CC=C1)S(=O)(=O)C1=C(C=CC=C1)C (4-(1-Piperazinyl)-1-(2-methylbenzenesulfonyl)-1H-indole), white solid. Isolated yield 12.0%. As a reaction SMILES: Br[C:2]1[CH:10]=[CH:9][CH:8]=[C:7]2[C:3]=1[CH:4]=[CH:5][N:6]2[S:11]([C:14]1[CH:19]=[CH:18][CH:17]=[CH:16][C:15]=1[CH3:20])(=[O:13])=[O:12].[NH:21]1[CH2:26][CH2:25][NH:24][CH2:23][CH2:22]1>>[N:21]1([C:2]2[CH:10]=[CH:9][CH:8]=[C:7]3[C:3]=2[CH:4]=[CH:5][N:6]3[S:11]([C:14]2[CH:19]=[CH:18][CH:17]=[CH:16][C:15]=2[CH3:20])(=[O:13])=[O:12])[CH2:26][CH2:25][NH:24][CH2:23][CH2:22]1. Procedure: The title compound was prepared from 4-bromo-1-(2-methyl-benzenesulfonyl)-1H-indole and piperazine according to Method 1 to give 25 mg (12%) of a white solid: 1HNMR (CD3OD) δ 7.91–6.79 (m, 9H), 3.49–3.30 (m, 8H), 2.48 (s, 3H); MS (ESI) 356.1 (M+H)+; Purity (HPLC) >95%. Starting materials: CO, Cl, COc1ccc(-c2ccc(C3(CC(=O)NOC4CCCCO4)CCN(S(C)(=O)=O)CCS3(=O)=O)s2)cc1. Yields the product COc1ccc(-c2ccc(C3(CC(=O)NO)CCN(S(C)(=O)=O)CCS3(=O)=O)s2)cc1. Reaction SMILES: [CH3:39][OH:40].[ClH:38].[O:1]1[CH2:2][CH2:3][CH2:4][CH2:5][CH:6]1[O:7][NH:8][C:9]([CH2:10][C:11]1([c:24]2[s:25][c:26](-[c:29]3[cH:30][cH:31][c:32]([O:35][CH3:36])[cH:33][cH:34]3)[cH:27][cH:28]2)[CH2:12][CH2:13][N:14]([S:20](=[O:21])(=[O:22])[CH3:23])[CH2:15][CH2:16][S:17]1(=[O:18])=[O:19])=[O:37]>>[OH:7][NH:8][C:9]([CH2:10][C:11]1([c:24]2[s:25][c:26](-[c:29]3[cH:30][cH:31][c:32]([O:35][CH3:36])[cH:33][cH:34]3)[cH:27][cH:28]2)[CH2:12][CH2:13][N:14]([S:20](=[O:21])(=[O:22])[CH3:23])[CH2:15][CH2:16][S:17]1(=[O:18])=[O:19])=[O:37].